Dataset: the Open Reaction Database (ORD), a public repository of structured organic reaction records. Task: describe an organic reaction: reactants, conditions, products, and yield The reactants are CNC(=O)C(NC(=O)c1nc(Br)n2c1CN(C)CC2)C(C)(C)C, C1CCOC1, CNC(=O)C(NC(=O)c1nc(C#Cc2ccccc2)n2c1CN(C)CC2)C(C)(C)C, CC(C)[Mg+], O=Cc1ccccc1, [Cl-]. The product is CNC(=O)C(NC(=O)c1nc(C(O)c2ccccc2)n2c1CN(C)CC2)C(C)(C)C. As a reaction SMILES: [Br:1][c:2]1[n:3][c:4]([C:12](=[O:13])[NH:14][CH:15]([C:16](=[O:17])[NH:18][CH3:19])[C:20]([CH3:21])([CH3:22])[CH3:23])[c:5]2[n:6]1[CH2:7][CH2:8][N:9]([CH3:11])[CH2:10]2.[CH2:67]1[O:68][CH2:69][CH2:70][CH2:71]1.[CH3:24][C:25]([CH3:26])([CH3:27])[CH:28]([NH:29][C:30]([c:31]1[n:32][c:33]([C:34]#[C:35][c:36]2[cH:37][cH:38][cH:39][cH:40][cH:41]2)[n:42]2[c:48]1[CH2:47][N:45]([CH3:46])[CH2:44][CH2:43]2)=[O:49])[C:50]([NH:51][CH3:52])=[O:53].[CH:55]([Mg+:56])([CH3:57])[CH3:58].[CH:59](=[O:60])[c:61]1[cH:62][cH:63][cH:64][cH:65][cH:66]1.[Cl-:54]>>[c:2]1([CH:59]([OH:60])[c:61]2[cH:62][cH:63][cH:64][cH:65][cH:66]2)[n:3][c:4]([C:12](=[O:13])[NH:14][CH:15]([C:16](=[O:17])[NH:18][CH3:19])[C:20]([CH3:21])([CH3:22])[CH3:23])[c:5]2[n:6]1[CH2:7][CH2:8][N:9]([CH3:11])[CH2:10]2. Reported procedure: To a solution of diisopropylamine (13.5 ml, 96 mmol) in THF (300 ml) at −78° C. was added dropwise n-BuLi (2.5M in Hex, 32 ml). The mixture was warmed to −10° C. and re-cooled to −78° C. A solution of 4-oxo-piperidine-1-carboxylic acid tert-butyl ester (10 g, 50 mmol) in THF (50 ml) was then added dropwise and the mixture stirred at −78° C. for another 15 min. A solution of tert-butyl bromoacetate (12.6 ml, 85 mmol) in THF (30 ml) and HMPT (5 ml) was then added dropwise and the mixture stirred a... As a reaction SMILES: C(NC(C)C)(C)C.[Li]CCCC.[C:13]([O:17][C:18]([N:20]1[CH2:25][CH2:24][C:23](=[O:26])[CH2:22][CH2:21]1)=[O:19])([CH3:16])([CH3:15])[CH3:14].Br[CH2:28][C:29]([O:31][C:32]([CH3:35])([CH3:34])[CH3:33])=[O:30]>C1COCC1.CN(P(N(C)C)(N(C)C)=O)C.[NH4+].[Cl-].CC(=O)OCC>[C:13]([O:17][C:18]([N:20]1[CH2:21][CH2:22][C:23](=[O:26])[CH:24]([CH2:28][C:29]([O:31][C:32]([CH3:35])([CH3:34])[CH3:33])=[O:30])[CH2:25]1)=[O:19])([CH3:16])([CH3:14])[CH3:15] |f:6.7|. Solvent: CC(OCC)=O (EA), C1CCOC1 (THF), C1CCOC1 (THF), C1CCOC1 (THF), CN(C)P(=O)(N(C)C)N(C)C (HMPT), [NH4+].[Cl-] (NH4Cl). Run at temperature -10 celsius, time 15 minute. Reactants: C(C)(C)NC(C)C (diisopropylamine), [Li]CCCC (n-BuLi), C(C)(C)(C)OC(=O)N1CCC(CC1)=O (4-oxo-piperidine-1-carboxylic acid tert-butyl ester), BrCC(=O)OC(C)(C)C (tert-butyl bromoacetate). Yields the product C(C)(C)(C)OC(=O)N1CC(C(CC1)=O)CC(=O)OC(C)(C)C ((3RS)-3-tert-butoxycarbonylmethyl-4-oxo-piperidine-1-carboxylic acid tert-butyl ester).